Dataset: the Open Reaction Database (ORD), a public repository of structured organic reaction records. Task: describe an organic reaction: reactants, conditions, products, and yield The reactants are CN(C1=CC=C(C(=O)C2=C(C(=O)O)C=CC=C2)C=C1)C (2-[4-(dimethylamino)benzoyl]benzoic acid), CN(C1=CC=C(NC2=CC=CC=C2)C=C1)C (4-(dimethylamino)-N-phenylaniline). Product: CN(C1=CC=C(C=C1)C1(OC(=O)C2=CC=CC=C12)N(C1=CC=CC=C1)C1=CC=C(C=C1)N(C)C)C (3-[4-(dimethylamino)phenyl]-3-{[4-(dimethylamino)phenyl]phenylamino}phthalide). Yield: 49.2%. RXN SMILES: [CH3:1][N:2]([CH3:20])[C:3]1[CH:19]=[CH:18][C:6]([C:7]([C:9]2[CH:17]=[CH:16][CH:15]=[CH:14][C:10]=2[C:11]([OH:13])=O)=[O:8])=[CH:5][CH:4]=1.[CH3:21][N:22]([CH3:36])[C:23]1[CH:35]=[CH:34][C:26]([NH:27][C:28]2[CH:33]=[CH:32][CH:31]=[CH:30][CH:29]=2)=[CH:25][CH:24]=1>>[CH3:20][N:2]([CH3:1])[C:3]1[CH:4]=[CH:5][C:6]([C:7]2([N:27]([C:26]3[CH:25]=[CH:24][C:23]([N:22]([CH3:36])[CH3:21])=[CH:35][CH:34]=3)[C:28]3[CH:29]=[CH:30][CH:31]=[CH:32][CH:33]=3)[C:9]3[C:10](=[CH:14][CH:15]=[CH:16][CH:17]=3)[C:11](=[O:13])[O:8]2)=[CH:18][CH:19]=1. Procedure details: Following a procedure similar to that described in Example 1 but employing 2.6 g of 2-[4-(dimethylamino)benzoyl]benzoic acid and 2.1 g of 4-(dimethylamino)-N-phenylaniline there was obtained 2.2 g of 3-[4-(dimethylamino)phenyl]-3-{[4-(dimethylamino)phenyl]phenylamino}phthalide, m.p. 163°-166° C. A toluene solution of the product contacted with acidic clay or phenolic resin developed a brown-colored image. Reactants: BrCCC1OCCO1, C#Cc1ccc(Br)cc1, CS(C)=O, [Cl-], [Li], [Li], [NH2-], N, [NH4+]. Yields the product Brc1ccc(C#CCCC2OCCO2)cc1. Reaction SMILES: [Br:14][CH2:15][CH2:16][CH:17]1[O:18][CH2:19][CH2:20][O:21]1.[Br:1][c:2]1[cH:3][cH:4][c:5]([C:8]#[CH:9])[cH:6][cH:7]1.[CH3:24][S:25](=[O:26])[CH3:27].[Cl-:22].[Li:10].[Li:12].[NH2-:11].[NH3:13].[NH4+:23]>>[Br:1][c:2]1[cH:3][cH:4][c:5]([C:8]#[C:9][CH2:15][CH2:16][CH:17]2[O:18][CH2:19][CH2:20][O:21]2)[cH:6][cH:7]1. Procedure: The title compound, white solid, m.p. 204° C. and MS: m/e=351.1 (M+H+) was prepared in accordance with the general method of example 44a from (3,5-dimethylpyrazol-1-yl)-(9H-xanthen-9-yl)-methanone and [5-(2-methoxy-ethyl)-[1,3,4]oxadiazol-2-yl]-amine. The reactants are CC1=NN(C(=C1)C)C(=O)C1C2=CC=CC=C2OC=2C=CC=CC12 ((3,5-dimethylpyrazol-1-yl)-(9H-xanthen-9-yl)-methanone), COCCC1=NN=C(O1)N ([5-(2-methoxy-ethyl)-[1,3,4]oxadiazol-2-yl]-amine). Reaction SMILES: CC1C=[C:5](C)[N:4]([C:8]([CH:10]2[C:23]3[CH:22]=[CH:21][CH:20]=[CH:19][C:18]=3[O:17][C:16]3[C:11]2=[CH:12][CH:13]=[CH:14][CH:15]=3)=[O:9])N=1.[CH3:24][O:25][CH2:26][CH2:27][C:28]1[O:32]C(N)=[N:30][N:29]=1>>[CH3:24][O:25][CH2:26][CH2:27][C:28]1[O:32][C:5]([NH:4][C:8]([CH:10]2[C:11]3[CH:12]=[CH:13][CH:14]=[CH:15][C:16]=3[O:17][C:18]3[C:23]2=[CH:22][CH:21]=[CH:20][CH:19]=3)=[O:9])=[N:30][N:29]=1. Yields the product COCCC1=NN=C(O1)NC(=O)C1C2=CC=CC=C2OC=2C=CC=CC12 (9H-Xanthene-9-carboxylic acid [5-(2-methoxy-ethyl)-[1,3,4]oxadiazol-2-yl]-amide). Reactants: C(C)(C)N1N=CN=C1C=1N=C2N(CCOC3=C2C=CC(=C3)C(C(=O)OCC)C(=O)OCC)C1 (diethyl 2-(2-(1-isopropyl-1H-1,2,4-triazol-5-yl)-5,6-dihydrobenzo[f]imidazo[1,2-d][1,4]oxazepin-9-yl)malonate), NN (hydrazine). The solvent is C(C)O (Ethanol). Conditions: temperature 75 celsius. Product: C(C)(C)N1N=CN=C1C=1N=C2N(CCOC3=C2C=CC(=C3)C3C(NNC3=O)=O)C1 (4-(2-(1-isopropyl-1H-1,2,4-triazol-5-yl)-5,6-dihydrobenzo[f]imidazo[1,2-d][1,4]oxazepin-9-yl)pyrazolidine-3,5-dione). RXN SMILES: [CH:1]([N:4]1[C:8]([C:9]2[N:10]=[C:11]3[C:17]4[CH:18]=[CH:19][C:20]([CH:22]([C:28]([O:30]CC)=O)[C:23]([O:25]CC)=O)=[CH:21][C:16]=4[O:15][CH2:14][CH2:13][N:12]3[CH:33]=2)=[N:7][CH:6]=[N:5]1)([CH3:3])[CH3:2].[NH2:34][NH2:35]>C(O)C>[CH:1]([N:4]1[C:8]([C:9]2[N:10]=[C:11]3[C:17]4[CH:18]=[CH:19][C:20]([CH:22]5[C:28](=[O:30])[NH:35][NH:34][C:23]5=[O:25])=[CH:21][C:16]=4[O:15][CH2:14][CH2:13][N:12]3[CH:33]=2)=[N:7][CH:6]=[N:5]1)([CH3:2])[CH3:3]. Reported procedure: A mixture of 181 mg (0.40 mmol) of diethyl 2-(2-(1-isopropyl-1H-1,2,4-triazol-5-yl)-5,6-dihydrobenzo[f]imidazo[1,2-d][1,4]oxazepin-9-yl)malonate and 0.314 mL (10.0 mmol) of hydrazine in 4.0 ml of Ethanol was heated at 75° C. for 18 hours. The mixture was concentrated, the residue triturated with acetic acid. A precipitate was filtered off, washed with acetic acid, ethyl ether and recrystallized from ethyl ether/ethanol mixture to give 360. Yield 59 mg (37.5%). M/z 394.1, calc. 393.15. 1H NMR (40... The reactants are CCOC(C)=O, CS(C)=O, CCN(C(C)C)C(C)C, Nc1nc(Cl)ccc1C(=O)NCc1ccc(Oc2ccccc2)s1, O, NCCc1ccccn1. Yields the product Nc1nc(NCCc2ccccn2)ccc1C(=O)NCc1ccc(Oc2ccccc2)s1. As a reaction SMILES: [CH3:35][CH2:36][O:37][C:38](=[O:39])[CH3:40].[CH3:41][S:42]([CH3:43])=[O:44].[CH:45]([N:46]([CH2:47][CH3:48])[CH:49]([CH3:50])[CH3:51])([CH3:52])[CH3:53].[NH2:1][c:2]1[c:3]([C:4](=[O:5])[NH:6][CH2:7][c:8]2[s:9][c:10]([O:13][c:14]3[cH:15][cH:16][cH:17][cH:18][cH:19]3)[cH:11][cH:12]2)[cH:20][cH:21][c:22]([Cl:24])[n:23]1.[OH2:34].[n:25]1[c:26]([CH2:31][CH2:32][NH2:33])[cH:27][cH:28][cH:29][cH:30]1>>[NH2:1][c:2]1[c:3]([C:4](=[O:5])[NH:6][CH2:7][c:8]2[s:9][c:10]([O:13][c:14]3[cH:15][cH:16][cH:17][cH:18][cH:19]3)[cH:11][cH:12]2)[cH:20][cH:21][c:22]([NH:33][CH2:32][CH2:31][c:26]2[n:25][cH:30][cH:29][cH:28][cH:27]2)[n:23]1. Starting materials: C(C)OC(=O)C=1N=NSC1NC(=O)OC(C)(C)C (5-tert-butoxycarbonylamino-[1,2,3]thiadiazole-4-carboxylic acid ethyl ester), [OH-].[Li+] (lithium hydroxide). Solvent: C1CCOC1.C(C)O (THF ethanol). Conditions: time 15 minute. Product: C(C)(C)(C)OC(=O)NC1=C(N=NS1)C(=O)O (5-tert-Butoxycarbonylamino-[1,2,3]thiadiazole-4-carboxylic acid). The yield is 92.8%. RXN SMILES: C([O:3][C:4]([C:6]1[N:7]=[N:8][S:9][C:10]=1[NH:11][C:12]([O:14][C:15]([CH3:18])([CH3:17])[CH3:16])=[O:13])=[O:5])C.[OH-].[Li+]>C1COCC1.C(O)C>[C:15]([O:14][C:12]([NH:11][C:10]1[S:9][N:8]=[N:7][C:6]=1[C:4]([OH:5])=[O:3])=[O:13])([CH3:18])([CH3:16])[CH3:17] |f:1.2,3.4|. Procedure: A solution of 5-tert-butoxycarbonylamino-[1,2,3]thiadiazole-4-carboxylic acid ethyl ester (0.87 g, 2.9 mmol) in a THF/ethanol mixture (18 ml; 3:1) was cooled to 0° C. and treated with lithium hydroxide (8.6 ml; 1N aqueous solution). After 15 min, the cooling bath was removed and the reaction mixture was stirred for 4 h at ambient temperature. The solvent was evaporated, and the residue was partitioned between diethylether (30 ml) and water (5 ml) and extracted. The aqueous phase was extracted wi... The reactants are CCCCOC(=O)NCC(=O)NCC(=O)NC1CCc2cc(OC)c(OC)c(OC)c2-c2ccc(OC)cc21, ClCCl, O=C(O)C(F)(F)F. Product: COc1ccc2c(c1)C(NC(=O)CNC(=O)CN)CCc1cc(OC)c(OC)c(OC)c1-2. RXN SMILES: [CH3:1][O:2][c:3]1[cH:4][cH:5][c:6]2[c:7]([cH:39]1)[CH:8]([NH:23][C:24]([CH2:25][NH:26][C:27]([CH2:28][NH:29][C:30]([O:31][CH2:32][CH2:33][CH2:34][CH3:35])=[O:36])=[O:37])=[O:38])[CH2:9][CH2:10][c:11]1[c:12]-2[c:13]([O:21][CH3:22])[c:14]([O:19][CH3:20])[c:15]([O:17][CH3:18])[cH:16]1.[Cl:47][CH2:48][Cl:49].[F:40][C:41]([F:42])([F:43])[C:44]([OH:45])=[O:46]>>[CH3:1][O:2][c:3]1[cH:4][cH:5][c:6]2[c:7]([cH:39]1)[CH:8]([NH:23][C:24]([CH2:25][NH:26][C:27]([CH2:28][NH2:29])=[O:37])=[O:38])[CH2:9][CH2:10][c:11]1[c:12]-2[c:13]([O:21][CH3:22])[c:14]([O:19][CH3:20])[c:15]([O:17][CH3:18])[cH:16]1. Reactants: O=S(=O)(Cl)c1ccc(C(F)(F)F)cc1, N#Cc1ccc(-c2cncc(N)c2)cc1Cl, c1ccncc1. Yields the product N#Cc1ccc(-c2cncc(NS(=O)(=O)c3ccc(C(F)(F)F)cc3)c2)cc1Cl. Reaction SMILES: [F:17][C:18]([c:19]1[cH:20][cH:21][c:22]([S:25](=[O:26])(=[O:27])[Cl:28])[cH:23][cH:24]1)([F:29])[F:30].[NH2:1][c:2]1[cH:3][c:4](-[c:8]2[cH:9][c:10]([Cl:16])[c:11]([C:12]#[N:13])[cH:14][cH:15]2)[cH:5][n:6][cH:7]1.[cH:31]1[cH:32][cH:33][n:34][cH:35][cH:36]1>>[NH:1]([c:2]1[cH:3][c:4](-[c:8]2[cH:9][c:10]([Cl:16])[c:11]([C:12]#[N:13])[cH:14][cH:15]2)[cH:5][n:6][cH:7]1)[S:25]([c:22]1[cH:21][cH:20][c:19]([C:18]([F:17])([F:29])[F:30])[cH:24][cH:23]1)(=[O:26])=[O:27]. Reactants: CCOC(C)=O, CCO, Cc1ccc(S(=O)(=O)OCC2C=Cc3cc(F)cc(-c4c(Cl)cccc4Cl)c3O2)cc1, [H][H], O=[Pt]=O. The product is Cc1ccc(S(=O)(=O)OCC2CCc3cc(F)cc(-c4c(Cl)cccc4Cl)c3O2)cc1. As a reaction SMILES: [C:37]([O:38][CH2:39][CH3:40])(=[O:41])[CH3:42].[CH2:34]([OH:35])[CH3:36].[CH3:1][c:2]1[cH:3][cH:4][c:5]([S:8](=[O:9])(=[O:10])[O:11][CH2:12][CH:13]2[O:14][c:15]3[c:16](-[c:24]4[c:25]([Cl:31])[cH:26][cH:27][cH:28][c:29]4[Cl:30])[cH:17][c:18]([F:23])[cH:19][c:20]3[CH:21]=[CH:22]2)[cH:6][cH:7]1.[H:32][H:33].[Pt:43](=[O:44])=[O:45]>>[CH3:1][c:2]1[cH:3][cH:4][c:5]([S:8](=[O:9])(=[O:10])[O:11][CH2:12][CH:13]2[O:14][c:15]3[c:16](-[c:24]4[c:25]([Cl:31])[cH:26][cH:27][cH:28][c:29]4[Cl:30])[cH:17][c:18]([F:23])[cH:19][c:20]3[CH2:21][CH2:22]2)[cH:6][cH:7]1. The reactants are C1CCOC1, CN1CCOCC1, CC(C)COC(=O)Cl, O=C(O)C#CCN1CCCCC1, N#Cc1cnc2ccc(N)cc2c1Nc1cccc(Br)c1, CN(C)C=O, O. The product is N#Cc1cnc2ccc(NC(=O)C#CCN3CCCCC3)cc2c1Nc1cccc(Br)c1. Reaction SMILES: [CH2:49]1[O:50][CH2:51][CH2:52][CH2:53]1.[CH3:13][N:14]1[CH2:15][CH2:16][O:17][CH2:18][CH2:19]1.[Cl:20][C:21]([O:22][CH2:23][CH:24]([CH3:25])[CH3:26])=[O:27].[N:1]1([CH2:7][C:8]#[C:9][C:10](=[O:11])[OH:12])[CH2:2][CH2:3][CH2:4][CH2:5][CH2:6]1.[NH2:28][c:29]1[cH:30][c:31]2[c:32]([NH:41][c:42]3[cH:43][c:44]([Br:48])[cH:45][cH:46][cH:47]3)[c:33]([C:39]#[N:40])[cH:34][n:35][c:36]2[cH:37][cH:38]1.[O:54]=[CH:55][N:56]([CH3:57])[CH3:58].[OH2:59]>>[N:1]1([CH2:7][C:8]#[C:9][C:10](=[O:12])[NH:28][c:29]2[cH:30][c:31]3[c:32]([NH:41][c:42]4[cH:43][c:44]([Br:48])[cH:45][cH:46][cH:47]4)[c:33]([C:39]#[N:40])[cH:34][n:35][c:36]3[cH:37][cH:38]2)[CH2:2][CH2:3][CH2:4][CH2:5][CH2:6]1.